From a dataset of the Open Reaction Database (ORD), a public repository of structured organic reaction records. describe an organic reaction: reactants, conditions, products, and yield Reactants: FC(C=1C=CC2=C(N=C(O2)N2[C@@H](CCCC2)C(=O)OCC2=CC=CC=C2)C1)(F)F (benzyl (2S)-1-[5-(trifluoromethyl)-1,3-benzoxazol-2-yl]-2-piperidinecarboxylate), [OH-].[Li+] (lithium hydroxide). Reaction SMILES: [F:1][C:2]([F:29])([F:28])[C:3]1[CH:4]=[CH:5][C:6]2[O:10][C:9]([N:11]3[CH2:16][CH2:15][CH2:14][CH2:13][C@H:12]3[C:17]([O:19]CC3C=CC=CC=3)=[O:18])=[N:8][C:7]=2[CH:27]=1.[OH-].[Li+]>>[F:28][C:2]([F:1])([F:29])[C:3]1[CH:4]=[CH:5][C:6]2[O:10][C:9]([N:11]3[CH2:16][CH2:15][CH2:14][CH2:13][C@H:12]3[C:17]([OH:19])=[O:18])=[N:8][C:7]=2[CH:27]=1 |f:1.2|. Yields the product FC(C=1C=CC2=C(N=C(O2)N2[C@@H](CCCC2)C(=O)O)C1)(F)F ((2S)-1-[5-(trifluoromethyl)-1,3-benzoxazol-2-yl]-2-piperidinecarboxylic acid). Reported procedure: The title compound was prepared by a similar method to Preparation 3 from benzyl (2S)-1-[5-(trifluoromethyl)-1,3-benzoxazol-2-yl]-2-piperidinecarboxylate [see Preparation 30] and 1N aqueous lithium hydroxide solution to afford (2S)-1-[5-(trifluoromethyl)-1,3-benzoxazol-2-yl]-2-piperidinecarboxylic acid as an oil. Starting materials: Cl (HCl), C1(CC1)C1=CC(=NN1C1=CC=C(C=C1)NC(CC1=NC=CC=C1)=O)C(F)(F)F (N-{4-[5-cyclopropyl-3-(trifluoromethyl)-1H-pyrazol-1-yl]phenyl}-2-(pyridin-2-yl)acetamide), N1=C(C=CC=C1)CC(=O)O (2-pyridylacetic acid), intermediate 31. Solvent: C(C)OCC (diethyl ether), C1CCOC1 (THF). Reaction conditions: time 15 minute. The product is Cl.C1(CC1)C1=CC(=NN1C1=CC=C(C=C1)NC(CC1=NC=CC=C1)=O)C(F)(F)F (N-{4-[5-cyclopropyl-3-(trifluoromethyl)-1H-pyrazol-1-yl]phenyl}-2-(pyridin-2-yl)acetamide hydrochloride). RXN SMILES: [CH:1]1([C:4]2[N:8]([C:9]3[CH:14]=[CH:13][C:12]([NH:15][C:16](=[O:24])[CH2:17][C:18]4[CH:23]=[CH:22][CH:21]=[CH:20][N:19]=4)=[CH:11][CH:10]=3)[N:7]=[C:6]([C:25]([F:28])([F:27])[F:26])[CH:5]=2)[CH2:3][CH2:2]1.N1C=CC=CC=1CC(O)=O.[ClH:39]>C1COCC1.C(OCC)C>[ClH:39].[CH:1]1([C:4]2[N:8]([C:9]3[CH:10]=[CH:11][C:12]([NH:15][C:16](=[O:24])[CH2:17][C:18]4[CH:23]=[CH:22][CH:21]=[CH:20][N:19]=4)=[CH:13][CH:14]=3)[N:7]=[C:6]([C:25]([F:26])([F:27])[F:28])[CH:5]=2)[CH2:3][CH2:2]1 |f:5.6|. Reported procedure: Following the general procedure-1, N-{4-[5-cyclopropyl-3-(trifluoromethyl)-1H-pyrazol-1-yl]phenyl}-2-(pyridin-2-yl)acetamide (107 mg) was prepared from 2-pyridylacetic acid (124 mg, 0.71 mmol) and intermediate 31 (120 mg, 0.45 mmol) as a pale yellow solid and dissolved in THF. Saturated HCl in diethyl ether was added to this solution at 0° C. and stirred for 15 min Solid that separated out was filtered and dried to give the title compound (90 mg) as a pale yellow solid. M.P. 210-215° C. 1H-NMR (... The reactants are C1CCOC1, CCOC(=O)c1c(COC2CCCCO2)noc1-c1ccccc1Cl, CNOC, CC(C)[Mg+], [Cl-], Cl. Product: CON(C)C(=O)c1c(COC2CCCCO2)noc1-c1ccccc1Cl. RXN SMILES: [CH2:36]1[O:37][CH2:38][CH2:39][CH2:40]1.[CH2:6]([O:7][C:9](=[O:10])[c:11]1[c:12]([CH2:23][O:24][CH:25]2[O:26][CH2:27][CH2:28][CH2:29][CH2:30]2)[n:13][o:14][c:15]1-[c:16]1[c:17]([Cl:22])[cH:18][cH:19][cH:20][cH:21]1)[CH3:8].[CH3:32][NH:33][O:34][CH3:35].[CH:2]([Mg+:3])([CH3:4])[CH3:5].[Cl-:1].[ClH:31]>>[C:9](=[O:10])([c:11]1[c:12]([CH2:23][O:24][CH:25]2[O:26][CH2:27][CH2:28][CH2:29][CH2:30]2)[n:13][o:14][c:15]1-[c:16]1[c:17]([Cl:22])[cH:18][cH:19][cH:20][cH:21]1)[N:33]([CH3:32])[O:34][CH3:35]. Reactants: O=C([O-])[O-], C1CCOC1, COC(=O)c1c(-c2ccccc2)c2cc(Br)ccc2c(=O)n1Cc1ccc2c(c1)OCO2, CB(O)O, Cc1ccccc1, [K+], [K+], O, c1ccc(P(c2ccccc2)(c2ccccc2)[Pd](P(c2ccccc2)(c2ccccc2)c2ccccc2)(P(c2ccccc2)(c2ccccc2)c2ccccc2)P(c2ccccc2)(c2ccccc2)c2ccccc2)cc1. Product: COC(=O)c1c(-c2ccccc2)c2cc(C)ccc2c(=O)n1Cc1ccc2c(c1)OCO2. RXN SMILES: [C:37](=[O:38])([O-:39])[O-:40].[CH2:128]1[O:129][CH2:130][CH2:131][CH2:132]1.[CH3:1][O:2][C:3](=[O:4])[c:5]1[n:6]([CH2:23][c:24]2[cH:25][c:26]3[c:27]([cH:31][cH:32]2)[O:28][CH2:29][O:30]3)[c:7](=[O:22])[c:8]2[cH:9][cH:10][c:11]([Br:21])[cH:12][c:13]2[c:14]1-[c:15]1[cH:16][cH:17][cH:18][cH:19][cH:20]1.[CH3:33][B:34]([OH:35])[OH:36].[CH3:43][c:44]1[cH:45][cH:46][cH:47][cH:48][cH:49]1.[K+:41].[K+:42].[OH2:127].[cH:50]1[cH:51][cH:52][c:53]([P:54]([Pd:55]([P:56]([c:57]2[cH:58][cH:59][cH:60][cH:61][cH:62]2)([c:63]2[cH:64][cH:65][cH:66][cH:67][cH:68]2)[c:69]2[cH:70][cH:71][cH:72][cH:73][cH:74]2)([P:75]([c:76]2[cH:77][cH:78][cH:79][cH:80][cH:81]2)([c:82]2[cH:83][cH:84][cH:85][cH:86][cH:87]2)[c:88]2[cH:89][cH:90][cH:91][cH:92][cH:93]2)[P:94]([c:95]2[cH:96][cH:97][cH:98][cH:99][cH:100]2)([c:101]2[cH:102][cH:103][cH:104][cH:105][cH:106]2)[c:107]2[cH:108][cH:109][cH:110][cH:111][cH:112]2)([c:113]2[cH:114][cH:115][cH:116][cH:117][cH:118]2)[c:119]2[cH:120][cH:121][cH:122][cH:123][cH:124]2)[cH:125][cH:126]1>>[CH3:1][O:2][C:3](=[O:4])[c:5]1[n:6]([CH2:23][c:24]2[cH:25][c:26]3[c:27]([cH:31][cH:32]2)[O:28][CH2:29][O:30]3)[c:7](=[O:22])[c:8]2[cH:9][cH:10][c:11]([CH3:33])[cH:12][c:13]2[c:14]1-[c:15]1[cH:16][cH:17][cH:18][cH:19][cH:20]1. Starting materials: C(C)(C)C=1C(=C(C=C(C1)C(C)C)B(O)O)OCC(F)(F)F (3,5-di-iso-propyl-2-(2,2,2-trifluoroethoxy)-phenylboronic acid), C(C)(=O)C1=CC2=C(S1)C=CC=C2I (2-acetyl-4-iodo-benzo[b]thiophene), C([O-])([O-])=O.[Na+].[Na+] (sodium carbonate), O (water). The reagents and catalysts are C=1C=CC(=CC1)[P](C=2C=CC=CC2)(C=3C=CC=CC3)[Pd]([P](C=4C=CC=CC4)(C=5C=CC=CC5)C=6C=CC=CC6)([P](C=7C=CC=CC7)(C=8C=CC=CC8)C=9C=CC=CC9)[P](C=1C=CC=CC1)(C=1C=CC=CC1)C=1C=CC=CC1 (Pd(PPh3)4). Run in C1(=CC=CC=C1)C (toluene), C(C)O (ethanol). Yields the product C(C)(=O)C1=CC2=C(S1)C=CC=C2C2=C(C(=CC(=C2)C(C)C)C(C)C)OCC(F)(F)F (2-acetyl-4-[2-(2,2,2-trifluoroethoxy)-3,5-di-iso-propylphenyl]-benzo[b]thiophene). As a reaction SMILES: [CH:1]([C:4]1[C:5]([O:16][CH2:17][C:18]([F:21])([F:20])[F:19])=[C:6](B(O)O)[CH:7]=[C:8]([CH:10]([CH3:12])[CH3:11])[CH:9]=1)([CH3:3])[CH3:2].[C:22]([C:25]1[S:29][C:28]2[CH:30]=[CH:31][CH:32]=[C:33](I)[C:27]=2[CH:26]=1)(=[O:24])[CH3:23].C(=O)([O-])[O-].[Na+].[Na+].O>C1(C)C=CC=CC=1.C(O)C.C1C=CC([P]([Pd]([P](C2C=CC=CC=2)(C2C=CC=CC=2)C2C=CC=CC=2)([P](C2C=CC=CC=2)(C2C=CC=CC=2)C2C=CC=CC=2)[P](C2C=CC=CC=2)(C2C=CC=CC=2)C2C=CC=CC=2)(C2C=CC=CC=2)C2C=CC=CC=2)=CC=1>[C:22]([C:25]1[S:29][C:28]2[CH:30]=[CH:31][CH:32]=[C:33]([C:6]3[CH:7]=[C:8]([CH:10]([CH3:12])[CH3:11])[CH:9]=[C:4]([CH:1]([CH3:2])[CH3:3])[C:5]=3[O:16][CH2:17][C:18]([F:19])([F:20])[F:21])[C:27]=2[CH:26]=1)(=[O:24])[CH3:23] |f:2.3.4,^1:55,57,76,95|. Procedure details: A mixture of 1.08 mmol of 3,5-di-iso-propyl-2-(2,2,2-trifluoroethoxy)-phenylboronic acid, 1.62 mmol of 2-acetyl-4-iodo-benzo[b]thiophene and 62 mg (0.05 mmol) of Pd(PPh3)4, 1 mL of 2N aqueous sodium carbonate in 9 mL of toluene and 4 mL ethanol was heated to reflux. After complexion (TLC), water was added and the solution was extracted with ethyl acetate. The organic layer is dried over MgSO4 and after evaporation of the solvents, the crude oil was purified over a short silica plug (eluent: 10/9... The reactants are FC(S(=O)(=O)OC1=NN(C2=C1C(=NC=C2)OC)C2=CC=CC=C2)(F)F (4-methoxy-1-phenyl-1H-pyrazolo[4,3-c]pyridin-3-yl trifluoromethanesulfonate), CC1(OB(OC1(C)C)C1=CC=C(C=C1)S(=O)(=O)N)C (4-(4,4,5,5-tetramethyl-1,3,2-dioxaborolan-2-yl)benzenesulfonamide), C([O-])([O-])=O.[Na+].[Na+] (sodium carbonate), O (water). The solvent is COCCOC (DME). The reagents and catalysts are C=1C=CC(=CC1)[P](C=2C=CC=CC2)(C=3C=CC=CC3)[Pd]([P](C=4C=CC=CC4)(C=5C=CC=CC5)C=6C=CC=CC6)([P](C=7C=CC=CC7)(C=8C=CC=CC8)C=9C=CC=CC9)[P](C=1C=CC=CC1)(C=1C=CC=CC1)C=1C=CC=CC1 (tetrakis(triphenylphosphine)palladium(0)). Procedure details: A solution of 4-methoxy-1-phenyl-1H-pyrazolo[4,3-c]pyridin-3-yl trifluoromethanesulfonate (100 mg), 4-(4,4,5,5-tetramethyl-1,3,2-dioxaborolan-2-yl)benzenesulfonamide (83 mg), tetrakis(triphenylphosphine)palladium(0) (31.0 mg) and 2M aqueous sodium carbonate solution (1.0 mL) in DME (10 mL) was heated overnight with reflux under nitrogen atmosphere. To the reaction mixture was added water, and the mixture was extracted with ethyl acetate. The organic layer was washed successively with water and s... RXN SMILES: FC(F)(F)S(O[C:7]1[C:11]2[C:12]([O:16][CH3:17])=[N:13][CH:14]=[CH:15][C:10]=2[N:9]([C:18]2[CH:23]=[CH:22][CH:21]=[CH:20][CH:19]=2)[N:8]=1)(=O)=O.CC1(C)C(C)(C)OB([C:34]2[CH:39]=[CH:38][C:37]([S:40]([NH2:43])(=[O:42])=[O:41])=[CH:36][CH:35]=2)O1.C(=O)([O-])[O-].[Na+].[Na+].O>COCCOC.C1C=CC([P]([Pd]([P](C2C=CC=CC=2)(C2C=CC=CC=2)C2C=CC=CC=2)([P](C2C=CC=CC=2)(C2C=CC=CC=2)C2C=CC=CC=2)[P](C2C=CC=CC=2)(C2C=CC=CC=2)C2C=CC=CC=2)(C2C=CC=CC=2)C2C=CC=CC=2)=CC=1>[CH3:17][O:16][C:12]1[C:11]2[C:7]([C:34]3[CH:39]=[CH:38][C:37]([S:40]([NH2:43])(=[O:42])=[O:41])=[CH:36][CH:35]=3)=[N:8][N:9]([C:18]3[CH:19]=[CH:20][CH:21]=[CH:22][CH:23]=3)[C:10]=2[CH:15]=[CH:14][N:13]=1 |f:2.3.4,^1:61,63,82,101|. The yield is 99.1%. Yields the product COC1=NC=CC2=C1C(=NN2C2=CC=CC=C2)C2=CC=C(C=C2)S(=O)(=O)N (4-(4-methoxy-1-phenyl-1H-pyrazolo[4,3-c]pyridin-3-yl)benzenesulfonamide).